Dataset: the Open Reaction Database (ORD), a public repository of structured organic reaction records. Task: describe an organic reaction: reactants, conditions, products, and yield The reactants are C(C1=CC=CC=C1)OCCC(C[C@@H](CO)NC(=O)OC(C)(C)C)(C)C (6-benzyloxy-2(S)-tert-butoxycarbonylamino-4,4-dimethyl-hexan-1-ol), C(CCC)NC([C@@H](C[C@@H]([C@H](CC(CC(=O)N1CC(CC2=CC=CC=C12)C(=O)OCC)(C)C)NC(=O)OC(C)(C)C)O)C)=O (5(S)-tert-butoxycarbonylamino-4(S)-hydroxy-2(R),7,7-trimethyl-8-[3(R,S)-ethoxycarbonyl-1,2,3,4-tetrahydroquinolin-1-ylcarbonyl]-octanoic acid (N-butyl)amide), ( I ), C(C(=O)Cl)(=O)Cl (oxalyl chloride), CS(=O)C (dimethyl sulfoxide). The solvent is C(C)N(CC)CC (triethylamine). Yields the product C(C1=CC=CC=C1)OCCC(C[C@@H](C=O)NC(=O)OC(C)(C)C)(C)C (6-Benzyloxy-2(S)-tert-butoxycarbonylamino-4,4-dimethyl-hexanal). RXN SMILES: [CH2:1]([O:8][CH2:9][CH2:10][C:11]([CH3:25])([CH3:24])[CH2:12][C@H:13]([NH:16][C:17]([O:19][C:20]([CH3:23])([CH3:22])[CH3:21])=[O:18])[CH2:14][OH:15])[C:2]1[CH:7]=[CH:6][CH:5]=[CH:4][CH:3]=1.C(Cl)(=O)C(Cl)=O.CS(C)=O.C(NC(=O)[C@H](C)C[C@H](O)[C@@H](NC(OC(C)(C)C)=O)CC(C)(C)CC(N1C2C(=CC=CC=2)CC(C(OCC)=O)C1)=O)CCC>C(N(CC)CC)C>[CH2:1]([O:8][CH2:9][CH2:10][C:11]([CH3:25])([CH3:24])[CH2:12][C@H:13]([NH:16][C:17]([O:19][C:20]([CH3:23])([CH3:22])[CH3:21])=[O:18])[CH:14]=[O:15])[C:2]1[CH:3]=[CH:4][CH:5]=[CH:6][CH:7]=1. Procedure: The title compound is prepared starting from 28.1 g of 6-benzyloxy-2(S)-tert-butoxycarbonylamino-4,4-dimethyl-hexan-1-ol, 10.5 ml of oxalyl chloride, 11.4 ml of dimethyl sulfoxide and 45 ml of triethylamine analogously to Example 1g): Rf (A)=0.62; Rt (I)=28.1 min; FAB-MS: (M+H)+ =350. The reactants are C(C)(C)(C)C1=C(C=CC(=C1)C(C)(C)C)O (2,4-di-t-butylphenol), CC(C1=CC=C(C=C1)OC)O (α-methyl-4-methoxybenzyl alcohol). The product is C(C)(C)(C)C1=CC(=C(C(=C1)C(C)(C)C)O)C(C1=CC=C(C=C1)OC)C (4,6-di-t-butyl-2-(α-methyl-4-methoxybenzyl) phenol), needles. Isolated yield 9.5%. As a reaction SMILES: [C:1]([C:5]1[CH:10]=[C:9]([C:11]([CH3:14])([CH3:13])[CH3:12])[CH:8]=[CH:7][C:6]=1[OH:15])([CH3:4])([CH3:3])[CH3:2].[CH3:16][CH:17](O)[C:18]1[CH:23]=[CH:22][C:21]([O:24][CH3:25])=[CH:20][CH:19]=1>>[C:11]([C:9]1[CH:10]=[C:5]([C:1]([CH3:4])([CH3:3])[CH3:2])[C:6]([OH:15])=[C:7]([CH:17]([CH3:16])[C:18]2[CH:23]=[CH:22][C:21]([O:24][CH3:25])=[CH:20][CH:19]=2)[CH:8]=1)([CH3:14])([CH3:13])[CH3:12]. Procedure: Similarly, 4,6-di-t-butyl-2-(α-methyl-4-methoxybenzyl) phenol was prepared from 2,4-di-t-butylphenol and α-methyl-4-methoxybenzyl alcohol. A yellow oil (b.p. 180° at 1.0 mm Hg) which crystallized was obtained. The product was recrystallized from methanol to give colorless needles melting at room temperature (Found: C, 81.0; H, 9.45 Calc. for C23H32O2 : C, 81.1; H, 9.47%). The pmr spectrum determined as above exhibited the following: δ1.35, 9H, S; δ1.37, 9H, S; δ1.63, 3H, D (J=7 Hz); δ3.78, 3H, S... Starting materials: FC1=C(OC(C(=O)OC)C)C=CC(=C1)OC1=C(C=C(C=C1)[N+](=O)[O-])F (methyl 2-(2-fluoro-4-(2-fluoro-4-nitrophenoxy)phenoxy)propanoate). The reagents and catalysts are [Pd] (palladium on charcoal). Run in C(C)O (ethanol). Reaction conditions: time 19 hour. Yields the product NC1=CC(=C(OC2=CC(=C(OC(C(=O)OC)C)C=C2)F)C=C1)F (Methyl 2-(4-(4-amino-2-fluorophenoxy)-2-fluorophenoxy)propanoate). Reaction SMILES: [F:1][C:2]1[CH:14]=[C:13]([O:15][C:16]2[CH:21]=[CH:20][C:19]([N+:22]([O-])=O)=[CH:18][C:17]=2[F:25])[CH:12]=[CH:11][C:3]=1[O:4][CH:5]([CH3:10])[C:6]([O:8][CH3:9])=[O:7]>C(O)C.[Pd]>[NH2:22][C:19]1[CH:20]=[CH:21][C:16]([O:15][C:13]2[CH:12]=[CH:11][C:3]([O:4][CH:5]([CH3:10])[C:6]([O:8][CH3:9])=[O:7])=[C:2]([F:1])[CH:14]=2)=[C:17]([F:25])[CH:18]=1. Reported procedure: A mixture of methyl 2-(2-fluoro-4-(2-fluoro-4-nitrophenoxy)phenoxy)propanoate (6.5 g, 0.018 mole) in ethanol (150 ml) containing 5 percent palladium on charcoal (0.5 g) as catalyst was subjected to hydrogenation (initial pressure equals 50 psi) on a Parr apparatus. After 19 hours, the excess hydrogen was removed and nitrogen was bubbled through the liquid mixture. This mixture was filtered through celite and the ethanol removed by distillation. A slightly yellow oil weighting 5.8 grams (98 perce... The reactants are ClC(Cl)Cl, O=C(O)C(F)(F)F, [Na+], O=C([O-])O, CC(OC(=O)NC1CN(C(=O)OC(C)(C)C)CC1O)C(F)(F)F. The product is CC(OC(=O)NC1CNCC1O)C(F)(F)F. RXN SMILES: [Cl:36][CH:37]([Cl:38])[Cl:39].[F:24][C:25]([F:26])([F:27])[C:28]([OH:29])=[O:30].[Na+:35].[O-:31][C:32]([OH:33])=[O:34].[OH:1][CH:2]1[CH2:3][N:4]([C:17]([O:18][C:19]([CH3:20])([CH3:21])[CH3:22])=[O:23])[CH2:5][CH:6]1[NH:7][C:8](=[O:9])[O:10][CH:11]([C:12]([F:13])([F:14])[F:15])[CH3:16]>>[OH:1][CH:2]1[CH2:3][NH:4][CH2:5][CH:6]1[NH:7][C:8](=[O:9])[O:10][CH:11]([C:12]([F:13])([F:14])[F:15])[CH3:16]. Product: CC(Cc1cn(Cc2ccccc2Cl)c2ccccc12)=NO. RXN SMILES: [CH2:31]([OH:32])[CH3:33].[CH3:5][C:6](=[O:7])[O-:8].[Cl:9][c:10]1[c:11]([CH2:12][n:13]2[cH:14][c:15]([CH2:22][C:23]([CH3:24])=[O:25])[c:16]3[cH:17][cH:18][cH:19][cH:20][c:21]23)[cH:26][cH:27][cH:28][cH:29]1.[ClH:1].[NH2:2][OH:3].[Na+:4].[OH2:30]>>[N:2]([OH:3])=[C:23]([CH2:22][c:15]1[cH:14][n:13]([CH2:12][c:11]2[c:10]([Cl:9])[cH:29][cH:28][cH:27][cH:26]2)[c:21]2[c:16]1[cH:17][cH:18][cH:19][cH:20]2)[CH3:24]. The reactants are CCO, CC(=O)[O-], CC(=O)Cc1cn(Cc2ccccc2Cl)c2ccccc12, Cl, NO, [Na+], O. Starting materials: Cc1cc(S(=O)(=O)c2ccccc2)cnc1Cl, O=C(O)Cc1cc(O)cc(C(F)(F)F)c1. Yields the product Cc1cc(S(=O)(=O)c2ccccc2)cnc1Oc1cc(CC(=O)O)cc(C(F)(F)F)c1. As a reaction SMILES: [Cl:16][c:17]1[n:18][cH:19][c:20]([S:24](=[O:25])(=[O:26])[c:27]2[cH:28][cH:29][cH:30][cH:31][cH:32]2)[cH:21][c:22]1[CH3:23].[OH:1][c:2]1[cH:3][c:4]([CH2:12][C:13](=[O:14])[OH:15])[cH:5][c:6]([C:8]([F:9])([F:10])[F:11])[cH:7]1>>[O:1]([c:2]1[cH:3][c:4]([CH2:12][C:13](=[O:14])[OH:15])[cH:5][c:6]([C:8]([F:9])([F:10])[F:11])[cH:7]1)[c:17]1[n:18][cH:19][c:20]([S:24](=[O:25])(=[O:26])[c:27]2[cH:28][cH:29][cH:30][cH:31][cH:32]2)[cH:21][c:22]1[CH3:23]. The reactants are S1NC(C2=C1C=CC=C2)=O (benzo[d]isothiazol-3-one), CC1=CC=C(CN=C=O)C=C1 (4-methylbenzyl isocyanate), IR(KBr). The product is CC1=CC=C(CNC(=O)N2SC3=C(C2=O)C=CC=C3)C=C1 (3-Oxo-3H-benzo[d]isothiazole-2-carboxylic acid 4-methyl-benzylamide). As a reaction SMILES: [S:1]1[C:5]2[CH:6]=[CH:7][CH:8]=[CH:9][C:4]=2[C:3](=[O:10])[NH:2]1.[CH3:11][C:12]1[CH:21]=[CH:20][C:15]([CH2:16][N:17]=[C:18]=[O:19])=[CH:14][CH:13]=1>>[CH3:11][C:12]1[CH:21]=[CH:20][C:15]([CH2:16][NH:17][C:18]([N:2]2[C:3](=[O:10])[C:4]3[CH:9]=[CH:8][CH:7]=[CH:6][C:5]=3[S:1]2)=[O:19])=[CH:14][CH:13]=1. Procedure details: Following the synthetic procedure of 6a as described in Example 1, compound 61 (54% yield) was synthesized from benzo[d]isothiazol-3-one and 4-methylbenzyl isocyanate as a white solid. mp 171-173° C.; IR(KBr) 3281, 1711, 1650, 1538 cm−1; 1H-NMR (DMSO-d6) δ2.27 (s, 3H), 4.48 (d, J=5.8 Hz, 2H), 7.14 (d, J=8.2 Hz, 2H), 7.24 (d, J=8.2 Hz, 2H), 7.48 (t, J=7.8 Hz, 1H), 7.78 (t, J=8.2 Hz, 1H), 7.93 (d, J=7.8 Hz, 1H), 8.01 (d, J=8.2 Hz, 1H), 9.22 (br t, J=5.8 Hz, 1H); ESIMS m/e 299 (M++1). The reactants are CCO.C[C@H]1C=2C=CC=C(C2C(=O)C3=C([C@]4([C@@H]([C@H]([C@H]13)O)[C@@H](C(=C(C4=O)C(=O)N)O)N(C)C)O)O)O.O.Cl (Doxycycline hyclate). Yield: 8.5%. Run in CN1C(CCC1)=O (N-methyl pyrollidone). Procedure details: The biodegradable polymer of the present invention dissolved in N-methyl pyrollidone was loaded into a 1 ml syringe. Doxycycline hyclate was loaded into another 1 ml syringe to give a drug load of 8.5 percent doxycycline. The syringes were coupled together and mixed for 50 cycles. The syringe was then placed on a scale and tared. The composition containing doxycycline was then dropped into 5 ml phosphate buffer solution at a pH of 7.40 and a temperature of 37° C. The syringe was then placed back... Reaction SMILES: CCO.[CH3:4][C@@H:5]1[C@@H:19]2[C:14](=[C:15]([OH:34])[C@:16]3([OH:33])[C:24](=[O:25])[C:23]([C:26]([NH2:28])=[O:27])=[C:22]([OH:29])[C@@H:21]([N:30]([CH3:32])[CH3:31])[C@@H:17]3[C@H:18]2[OH:20])[C:12](=[O:13])[C:11]2[C:10]([OH:35])=[CH:9][CH:8]=[CH:7][C:6]1=2.O.Cl>CN1CCCC1=O>[CH3:4][C@@H:5]1[C@@H:19]2[C:14](=[C:15]([OH:34])[C@:16]3([OH:33])[C:24](=[O:25])[C:23]([C:26]([NH2:28])=[O:27])=[C:22]([OH:29])[C@@H:21]([N:30]([CH3:31])[CH3:32])[C@@H:17]3[C@H:18]2[OH:20])[C:12](=[O:13])[C:11]2[C:10]([OH:35])=[CH:9][CH:8]=[CH:7][C:6]1=2 |f:0.1.2.3|. Yields the product C[C@H]1C=2C=CC=C(C2C(=O)C3=C([C@]4([C@@H]([C@H]([C@H]13)O)[C@@H](C(=C(C4=O)C(=O)N)O)N(C)C)O)O)O (doxycycline). The yield is 39.8%. Yields the product C(C)OP(=O)(OCC)CC1=NN=C2N1C1=CC=C(C=C1NC2=O)C(F)(F)F (1-[(Diethoxyphosphoryl)methyl]-7-trifluoromethyl[1,2,4]triazolo[4,3-a]quinoxalin-4(5H)-one). Reaction SMILES: [CH2:1]([O:3][P:4]([CH2:9][C:10]([NH:12][NH:13][C:14]1[C:15](=[O:29])[N:16](O)[C:17]2[C:22]([N:23]=1)=[CH:21][CH:20]=[C:19]([C:24]([F:27])([F:26])[F:25])[CH:18]=2)=O)([O:6][CH2:7][CH3:8])=[O:5])[CH3:2].C1(P(C2C=CC=CC=2)C2C=CC=CC=2)C=CC=CC=1>C(O)(=O)C>[CH2:1]([O:3][P:4]([CH2:9][C:10]1[N:23]2[C:22]3[C:17]([NH:16][C:15](=[O:29])[C:14]2=[N:13][N:12]=1)=[CH:18][C:19]([C:24]([F:27])([F:26])[F:25])=[CH:20][CH:21]=3)([O:6][CH2:7][CH3:8])=[O:5])[CH3:2]. Solvent: C(C)(=O)O (acetic acid). Reported procedure: A solution of 3-[2-[(diethoxyphosphoryl)acetyl]hydrazino]-1-hydroxy-7-trifluoromethylquinoxalin-2(1H)-one (438 mg, 1 mmol) and triphenylphosphine (525 mg, 2 mmol) in 25 ml of glacial acetic acid was heated under reflux overnight (ca. 15 h). The mixture was evaporated to dryness, and the residue was flash chromatographed (SiO2) with dichloromethane to remove excess triphenylphosphine, then with ethyl acetate to remove triphenylphosphine oxide, and finally with 5% acetic acid in ethyl acetate to g... Starting materials: C(C)OP(=O)(OCC)CC(=O)NNC=1C(N(C2=CC(=CC=C2N1)C(F)(F)F)O)=O (3-[2-[(diethoxyphosphoryl)acetyl]hydrazino]-1-hydroxy-7-trifluoromethylquinoxalin-2(1H)-one), C1(=CC=CC=C1)P(C1=CC=CC=C1)C1=CC=CC=C1 (triphenylphosphine).